From a dataset of the Open Reaction Database (ORD), a public repository of structured organic reaction records. describe an organic reaction: reactants, conditions, products, and yield Reactants: N(=NC(=O)OCC)C(=O)OCC (Diethyl azodicarboxylate), C1(=CC=CC=C1)C1=CC(NN=C1C1=CC=CC=C1)=O (5,6-diphenyl-3(2H)-pyridazinone), OCCC=1C=C(OCC(=O)OC)C=CC1 (methyl [3-(2-hydroxyethyl)-phenoxy]acetate), C1(=CC=CC=C1)P(C1=CC=CC=C1)C1=CC=CC=C1 (triphenylphosphine). Run in C1CCOC1 (THF). Reaction conditions: temperature 0 celsius, time 1.75 hour. The product is O=C1C=C(C(=NN1CCC=1C=C(OCC(=O)OC)C=CC1)C1=CC=CC=C1)C1=CC=CC=C1 (methyl [3-[2-(1,6-dihydro-6-oxo-3,4-diphenyl-1-pyridazinyl)ethyl]phenoxyacetate]). Isolated yield 96.9%. Reaction SMILES: N(C(OCC)=O)=NC(OCC)=O.[C:13]1([C:19]2[C:24]([C:25]3[CH:30]=[CH:29][CH:28]=[CH:27][CH:26]=3)=[N:23][NH:22][C:21](=[O:31])[CH:20]=2)[CH:18]=[CH:17][CH:16]=[CH:15][CH:14]=1.O[CH2:33][CH2:34][C:35]1[CH:36]=[C:37]([CH:44]=[CH:45][CH:46]=1)[O:38][CH2:39][C:40]([O:42][CH3:43])=[O:41].C1(P(C2C=CC=CC=2)C2C=CC=CC=2)C=CC=CC=1>C1COCC1>[O:31]=[C:21]1[N:22]([CH2:33][CH2:34][C:35]2[CH:36]=[C:37]([CH:44]=[CH:45][CH:46]=2)[O:38][CH2:39][C:40]([O:42][CH3:43])=[O:41])[N:23]=[C:24]([C:25]2[CH:26]=[CH:27][CH:28]=[CH:29][CH:30]=2)[C:19]([C:13]2[CH:14]=[CH:15][CH:16]=[CH:17][CH:18]=2)=[CH:20]1. Procedure: Diethyl azodicarboxylate (2.73 g, 2.50 mL, 16 mmol) was added to a stirred solution of 5,6-diphenyl-3(2H)-pyridazinone (3.00 g, 12 mmol), methyl [3-(2-hydroxyethyl)-phenoxy]acetate (2.80 g, 13 mmol) and triphenylphosphine (4.12 g, 16 mmol) in dry THF (75 mL) maintained at 0° C. The ice bath was removed and the mixture stirred at room temperature for 1.75 hours before removal of the solvent. The residue was chromatographed twice on columns of silica gel using mixtures of diethyl ether and hexanes... Starting materials: C1(=CC=CC=C1)[As](C1=CC=CC=C1)C1=CC=CC=C1 (triphenylarsine), C[Sn](C1=CN=CC2=CC=CC=C12)(C)C (4-(trimethylstannyl)-isoquinoline), COC(=O)C=1NC(=CC1)Br (5-Bromo-1H-pyrrole-2-carboxylic acid methyl ester). The reagents and catalysts are [Pd].[Pd].C(C1=CC=CC=C1)=CC(=O)C=CC1=CC=CC=C1.C(C1=CC=CC=C1)=CC(=O)C=CC1=CC=CC=C1.C(C1=CC=CC=C1)=CC(=O)C=CC1=CC=CC=C1 (tris(dibenzylideneacetone) dipalladium(0)). The solvent is CN1CCCC1=O (NMP). Yields the product COC(=O)C=1NC(=CC1)C1=CN=CC2=CC=CC=C12 (5-isoquinolin-4-yl-1H-pyrrole-2-carboxylic acid methyl ester). Isolated yield 55.0%. RXN SMILES: [CH3:1][O:2][C:3]([C:5]1[NH:6][C:7](Br)=[CH:8][CH:9]=1)=[O:4].C1([As](C2C=CC=CC=2)C2C=CC=CC=2)C=CC=CC=1.C[Sn](C)(C)[C:32]1[C:41]2[C:36](=[CH:37][CH:38]=[CH:39][CH:40]=2)[CH:35]=[N:34][CH:33]=1>CN1C(=O)CCC1.[Pd].[Pd].C(=CC(C=CC1C=CC=CC=1)=O)C1C=CC=CC=1.C(=CC(C=CC1C=CC=CC=1)=O)C1C=CC=CC=1.C(=CC(C=CC1C=CC=CC=1)=O)C1C=CC=CC=1>[CH3:1][O:2][C:3]([C:5]1[NH:6][C:7]([C:32]2[C:41]3[C:36](=[CH:37][CH:38]=[CH:39][CH:40]=3)[CH:35]=[N:34][CH:33]=2)=[CH:8][CH:9]=1)=[O:4] |f:4.5.6.7.8|. Procedure: 5-Bromo-1H-pyrrole-2-carboxylic acid methyl ester (1.49 mmol, 0.30 g, prepared according to the procedure described in Method 4 of Example 2) in NMP (10 ml) was treated with triphenylarsine (0.30 mmol, 91 mg), tris(dibenzylideneacetone) dipalladium(0) (0.07 mmol, 68 mg), and 4-(trimethylstannyl)-isoquinoline (2.22 mmol, 0.65 g), then heated to reflux under an argon atmosphere overnight. The resulting mixture was concentrated under reduced pressure, then purified by silica gel chromatography to p... The yield is 64.9%. Run in C(Cl)Cl (methylene chloride). Reactants: C(C)OC([C@@H](N)CC1=CC(=C(C=C1)OC)OC)=O (3-(3,4-dimethoxyphenyl)alanine ethyl ester), BrC=1C=C(C(=O)O)C=CN1 (2-bromoisonicotinic acid), O.ON1N=NC2=C1C=CC=C2 (1-hydroxybenzotriazole monohydrate), C1(CCCCC1)N=C=NC1CCCCC1 (1,3-dicyclohexylcarbodiimide). Product: C(C)OC([C@@H](NC(C1=CC(=NC=C1)Br)=O)CC1=CC(=C(C=C1)OC)OC)=O (N-(2-bromoisonicotinoyl)-3-(3,4-dimethoxyphenyl)alanine ethyl ester). RXN SMILES: [CH2:1]([O:3][C:4](=[O:18])[C@H:5]([CH2:7][C:8]1[CH:13]=[CH:12][C:11]([O:14][CH3:15])=[C:10]([O:16][CH3:17])[CH:9]=1)[NH2:6])[CH3:2].[Br:19][C:20]1[CH:21]=[C:22]([CH:26]=[CH:27][N:28]=1)[C:23](O)=[O:24].O.ON1C2C=CC=CC=2N=N1.C1(N=C=NC2CCCCC2)CCCCC1>C(Cl)Cl>[CH2:1]([O:3][C:4](=[O:18])[C@H:5]([CH2:7][C:8]1[CH:13]=[CH:12][C:11]([O:14][CH3:15])=[C:10]([O:16][CH3:17])[CH:9]=1)[NH:6][C:23](=[O:24])[C:22]1[CH:26]=[CH:27][N:28]=[C:20]([Br:19])[CH:21]=1)[CH3:2] |f:2.3|. Procedure details: To methylene chloride (120 ml) are added 3-(3,4-dimethoxyphenyl)alanine ethyl ester (12.4 g), 2-bromoisonicotinic acid (10.9 g), 1-hydroxybenzotriazole monohydrate (8.23 g) and 1,3-dicyclohexylcarbodiimide (11.1 g), and the mixture is stirred at room temperature overnight. The insoluble materials are removed by filtration, and the filtrate is concentrated. The residue is purified by silica gel chromatography (solvent; chloroform:acetone=10:1) to give N-(2-bromoisonicotinoyl)-3-(3,4-dimethoxyphen... Conditions: time 8 hour. The reactants are BrC1=C(C=C(C(=O)OC)C=C1)COC1=CC(=CC=C1)CCNC(=O)OC(C)(C)C (methyl 4-bromo-3-[[3-[2-[(tert-butoxycarbonyl)amino]ethyl]phenoxy]methyl]benzoate), C(C)(=O)[O-].[Na+] (sodium acetate). The reagents and catalysts are Cl[Pd]([P](C1=CC=CC=C1)(C2=CC=CC=C2)C3=CC=CC=C3)([P](C4=CC=CC=C4)(C5=CC=CC=C5)C6=CC=CC=C6)Cl (dichlorobis(triphenylphosphine)palladium(II)). Solvent: C(C)(=O)OCC (ethyl acetate), O (water), CN(C(C)=O)C (N,N-dimethylacetamide). Run at temperature 130 celsius, time 1.5 hour. The product is C(C)(C)(C)OC(=O)NCCC1=CC=C2C3=C(COC2=C1)C=C(C=C3)C(=O)OC (methyl 3-[2-[(tert-butoxycarbonyl)amino]ethyl]-6H-benzo[c]chromene-8-carboxylate). Yield: 56.1%. As a reaction SMILES: Br[C:2]1[CH:11]=[CH:10][C:5]([C:6]([O:8][CH3:9])=[O:7])=[CH:4][C:3]=1[CH2:12][O:13][C:14]1[CH:19]=[CH:18][CH:17]=[C:16]([CH2:20][CH2:21][NH:22][C:23]([O:25][C:26]([CH3:29])([CH3:28])[CH3:27])=[O:24])[CH:15]=1.C([O-])(=O)C.[Na+]>CN(C)C(=O)C.C(OCC)(=O)C.O.Cl[Pd](Cl)([P](C1C=CC=CC=1)(C1C=CC=CC=1)C1C=CC=CC=1)[P](C1C=CC=CC=1)(C1C=CC=CC=1)C1C=CC=CC=1>[C:26]([O:25][C:23]([NH:22][CH2:21][CH2:20][C:16]1[CH:15]=[C:14]2[C:19]([C:2]3[CH:11]=[CH:10][C:5]([C:6]([O:8][CH3:9])=[O:7])=[CH:4][C:3]=3[CH2:12][O:13]2)=[CH:18][CH:17]=1)=[O:24])([CH3:29])([CH3:28])[CH3:27] |f:1.2,^1:50,69|. Procedure: To a solution of methyl 4-bromo-3-[[3-[2-[(tert-butoxycarbonyl)amino]ethyl]phenoxy]methyl]benzoate (410 mg) in N,N-dimethylacetamide (4.0 ml) was added dichlorobis(triphenylphosphine)palladium(II) (124 mg) and sodium acetate (362 mg), and the mixture was stirred at 130° C. for 1.5 hours under nitrogen. The mixture was cooled to room temperature, diluted with ethyl acetate and water. The organic layer was separated, washed with brine, dried over magnesium sulfate and evaporated. The residue was p...